Dataset: the Open Reaction Database (ORD), a public repository of structured organic reaction records. Task: describe an organic reaction: reactants, conditions, products, and yield Starting materials: [OH-].[Na+] (sodium hydroxide), C1CNCCC2=C1C=CC=C2 (2,3,4,5-tetrahydro-1H-3-benzazepine), ClC(=O)OC (methyl chloroformate). The solvent is O (water). Reaction conditions: time 2.5 hour. Yields the product COC(=O)N1CCC2=C(CC1)C=CC=C2 (3-methoxycarbonyl-2,3,4,5-tetrahydro-1H-3-benzazepine). The yield is 958.5%. As a reaction SMILES: [OH-].[Na+].[CH2:3]1[C:9]2[CH:10]=[CH:11][CH:12]=[CH:13][C:8]=2[CH2:7][CH2:6][NH:5][CH2:4]1.Cl[C:15]([O:17][CH3:18])=[O:16]>O>[CH3:18][O:17][C:15]([N:5]1[CH2:4][CH2:3][C:9]2[CH:10]=[CH:11][CH:12]=[CH:13][C:8]=2[CH2:7][CH2:6]1)=[O:16] |f:0.1|. Reported procedure: In 150 ml of water was dissolved 4.13 g (0.10 mol). of sodium hydroxide. To the solution was added 15.27 g (10.4 mmol.) of 2,3,4,5-tetrahydro-1H-3-benzazepine. The reaction mixture was cooled with ice, and there was added dropwise 7.9 ml (0.10 mol.) of methyl chloroformate. The mixture was stirred for 2.5 hours at room temperature, then extracted with dichloromethane. The extract was dried over anhydrous sodium sulfate and the solvent was distilled off to leave 20.46 g (96%) of 3-methoxycarbonyl... Starting materials: ( 9 ), [OH-].[Na+] (sodium hydroxide), ( 9 ), [OH-].[Na+] (sodium hydroxide), C(CC(O)(C(=O)[O-])CC(=O)[O-])(=O)[O-].[Na+].[Na+].[Na+] (trisodium citrate), ( 8 ). Product: C(CC(O)(C(=O)O)CC(=O)O)(=O)O (citric acid), material, [OH-].[Na+] (NaOH). Yield: 94.0%. RXN SMILES: [C:1]([O-:13])(=[O:12])[CH2:2][C:3]([CH2:8][C:9]([O-:11])=[O:10])([C:5]([O-:7])=[O:6])[OH:4].[Na+:14].[Na+].[Na+].[OH-:17].[Na+]>>[C:1]([OH:13])(=[O:12])[CH2:2][C:3]([CH2:8][C:9]([OH:11])=[O:10])([C:5]([OH:7])=[O:6])[OH:4].[OH-:17].[Na+:14] |f:0.1.2.3,4.5,7.8|. Procedure: Electrodialysis was carried out similarly to Example 2, using 1000 parts of a one-molar aqueous trisodium citrate solution in compartment (9) and 1000 parts of 0.1 molar sodium hydroxide solution in compartment (8). 940 parts of an aqeuous solution of citric acid (1.0 mole/kg, corresponding to a material yield of 94% and a current efficiency of 92%) were obtained in compartment (9), and 1264 parts of sodium hydroxide solution (1.72 moles of NaOH per kg, corresponding to a material yield of 69%) ... The reactants are CC(C(=O)NC=1SC(=CN1)C)(C)C (2,2-dimethyl-N-(5-methyl-1,3-thiazol-2-yl)propanamide), BrC=1SC(=CC1)C (2-bromo-5-methylthiophene), solution, [OH-].[NH4+].O (ammonium hydroxide water), ClC1=C2C=CC=NC2=C2N=CC=CC2=C1 (5-chloro-1,10-phenanthroline), C([O-])([O-])=O.[Cs+].[Cs+] (cesium carbonate). Run in CN1C(CCC1)=O (1-methyl-2-pyrrolidinone). Reaction conditions: temperature 120 celsius, time 30 minute. Product: CC(C(=O)\N=C\1/SC(=CN1C=1SC(=CC1)C)C)(C)C (2,2-dimethyl-N-[(2Z)-5-methyl-3-(5-methylthien-2-yl)-1,3-thiazol-2(3H)-ylidene]propanamide). RXN SMILES: [CH3:1][C:2]([CH3:13])([CH3:12])[C:3]([NH:5][C:6]1[S:7][C:8]([CH3:11])=[CH:9][N:10]=1)=[O:4].ClC1C=C2C(N=CC=C2)=C2C=1C=CC=N2.C(=O)([O-])[O-].[Cs+].[Cs+].Br[C:36]1[S:37][C:38]([CH3:41])=[CH:39][CH:40]=1.[OH-].[NH4+].O>CN1CCCC1=O>[CH3:1][C:2]([CH3:13])([CH3:12])[C:3](/[N:5]=[C:6]1\[S:7][C:8]([CH3:11])=[CH:9][N:10]\1[C:36]1[S:37][C:38]([CH3:41])=[CH:39][CH:40]=1)=[O:4] |f:2.3.4,6.7.8|. Procedure details: In a 4 mL vial charged with a stir bar, 2,2-dimethyl-N-(5-methyl-1,3-thiazol-2-yl)propanamide (62 mg, 0.3 mmol, Example 87A) was added, followed by copper(I) trifluoromethanesulfonate benzene complex (31 mg, 0.06 mmol), 5-chloro-1,10-phenanthroline (26 mg, 0.12 mmol) and cesium carbonate (107 mg, 0.33 mmol). A loose cap with septum was placed on the vial and then the vial was placed under vacuum in a vacuum oven for 30 minutes. The mixture was purged with nitrogen gas a couple of times. Then 2-b... Reactants: COC(=O)C1=CN(C2=C1C(NCC2)=O)CCC2=CC=C(C=C2)[N+](=O)[O-] (1-[2-(4-Nitro-phenyl)-ethyl]-4-oxo-4,5,6,7-tetrahydro-1H-pyrrolo[3,2-c]pyridine-3-carboxylic acid methyl ester), P12(=S)SP3(=S)SP(=S)(S1)SP(=S)(S2)S3 (P4S10), ice. The solvent is N1=CC=CC=C1 (pyridine). Conditions: temperature 65 celsius, time 2 hour. Yields the product COC(=O)C1=CN(C2=C1C(NCC2)=S)CCC2=CC=C(C=C2)[N+](=O)[O-] (1-[2-(4-Nitro-phenyl)-ethyl]-4-thioxo-4,5,6,7-tetrahydro-1H-pyrrolo[3,2-C]pyridine-3-carboxylic acid methyl ester). Reaction SMILES: [CH3:1][O:2][C:3]([C:5]1[C:9]2[C:10](=O)[NH:11][CH2:12][CH2:13][C:8]=2[N:7]([CH2:15][CH2:16][C:17]2[CH:22]=[CH:21][C:20]([N+:23]([O-:25])=[O:24])=[CH:19][CH:18]=2)[CH:6]=1)=[O:4].P12(SP3(SP(SP(S3)(S1)=S)(=S)S2)=S)=[S:27]>N1C=CC=CC=1>[CH3:1][O:2][C:3]([C:5]1[C:9]2[C:10](=[S:27])[NH:11][CH2:12][CH2:13][C:8]=2[N:7]([CH2:15][CH2:16][C:17]2[CH:22]=[CH:21][C:20]([N+:23]([O-:25])=[O:24])=[CH:19][CH:18]=2)[CH:6]=1)=[O:4]. Procedure details: In a round bottom flask under N2 atm. are the 1-[2-(4-Nitro-phenyl)-ethyl]-4-oxo-4,5,6,7-tetrahydro-1H-pyrrolo[3,2-c]pyridine-3-carboxylic acid methyl ester (48.64 mmol), P4S10 (24.32 mmol) and 240 mL pyridine combined and heated at 65° C. for 8 hours. After cooling to RT it is poured over ˜600 mL ice and stirred for 2 hours. The yellow solid is filtered off, washed (2×) with water and dried on the high vacuum for 18 h to yield 1-[2-(4-Nitro-phenyl)-ethyl]-4-thioxo-4,5,6,7-tetrahydro-1H-pyrrolo[...